From a dataset of the Open Reaction Database (ORD), a public repository of structured organic reaction records. describe an organic reaction: reactants, conditions, products, and yield Reactants: C(=O)C1=CC=C(S1)C(=O)OC (methyl 5-formyl-2-thiophenecarboxylate), Cl.NO (hydroxylamine hydrochloride), N1=CC=CC=C1 (pyridine). The solvent is C(C)O (ethanol). Yields the product C(=O)C1=CC=C(S1)C(OC)=NO (Methyl 5-formyl-2-thiophenecarboxylate oxime). The yield is 72.0%. As a reaction SMILES: [CH:1]([C:3]1[S:7][C:6]([C:8]([O:10][CH3:11])=O)=[CH:5][CH:4]=1)=[O:2].Cl.[NH2:13][OH:14].N1C=CC=CC=1>C(O)C>[CH:1]([C:3]1[S:7][C:6]([C:8](=[N:13][OH:14])[O:10][CH3:11])=[CH:5][CH:4]=1)=[O:2] |f:1.2|. Procedure details: A solution of methyl 5-formyl-2-thiophenecarboxylate, prepared according to Example 10, (6.26 g, 36.78 mmoles), hydroxylamine hydrochloride (3.07 g, 44.14 mmoles) and pyridine (3.49 g, 44.14 mmoles) in 200 ml of ethanol was refluxed for 2 hours. The ethanol was removed in vacuo, the residue dissolved in ether and washed with water. The organic layer was dried (magnesium sulfate) and evaporated to a yellow solid. Trituration with a small amount of ether furnished the title compound as a white sol... The reactants are BrBr (bromine), NC1=CC=C(C#N)C=C1 (4-Aminobenzonitrile), [S-]C#N.[K+] (Potassium thiocyanate), C(C1=CC=CC=C1)#N (benzonitrile). Run in C(C)(=O)O (acetic acid), O (water), C(C)(=O)O (acetic acid). Product: NC=1SC2=C(N1)C=CC(=C2)C#N (2-Amino-1,3-benzothiazole-6-carbonitrile). Reaction SMILES: [NH2:1][C:2]1[CH:9]=[CH:8][C:5]([C:6]#[N:7])=[CH:4][CH:3]=1.[S-:10][C:11]#[N:12].[K+].BrBr.C(#N)C1C=CC=CC=1>C(O)(=O)C.O>[NH2:12][C:11]1[S:10][C:3]2[CH:4]=[C:5]([C:6]#[N:7])[CH:8]=[CH:9][C:2]=2[N:1]=1 |f:1.2|. Conditions: time 16 hour. Procedure details: 4-Aminobenzonitrile is dissolved in acetic acid (or a weak protic acid) and the solution is cooled to about 16–30° C., preferably 16–18° C. Potassium thiocyanate is added and the flask is then equipped with an addition funnel. The addition funnel is charged with bromine and acetic acid. This dark solution is then added to the benzonitrile solution in a dropwise fashion under good agitation and allowed to stir for about 12–20 hours, preferrably about 16 hours. The slurry is then drowned into wate... Starting materials: CC(=O)OCc1c(B2OC(C)(C)C(C)(C)O2)cc(F)cc1N1CCn2c(cc3c2CCCC3)C1=O, CC(=O)[O-], Cn1nc(Cl)cc(Nc2ccc(N3CCN(C4COC4)CC3)cn2)c1=O, [Na+]. Product: CC(=O)OCc1c(-c2cc(Nc3ccc(N4CCN(C5COC5)CC4)cn3)c(=O)n(C)n2)cc(F)cc1N1CCn2c(cc3c2CCCC3)C1=O. As a reaction SMILES: [C:1]([CH3:2])(=[O:3])[O:4][CH2:5][c:6]1[c:7]([B:27]2[O:28][C:29]([CH3:30])([CH3:31])[C:32]([CH3:33])([CH3:34])[O:35]2)[cH:8][c:9]([F:26])[cH:10][c:11]1[N:12]1[C:13](=[O:25])[c:14]2[n:15]([c:16]3[c:21]([cH:22]2)[CH2:20][CH2:19][CH2:18][CH2:17]3)[CH2:23][CH2:24]1.[C:62]([O-:63])(=[O:64])[CH3:65].[Cl:36][c:37]1[cH:38][c:39]([NH:45][c:46]2[n:47][cH:48][c:49]([N:52]3[CH2:53][CH2:54][N:55]([CH:58]4[CH2:59][O:60][CH2:61]4)[CH2:56][CH2:57]3)[cH:50][cH:51]2)[c:40](=[O:44])[n:41]([CH3:43])[n:42]1.[Na+:66]>>[C:1]([CH3:2])(=[O:3])[O:4][CH2:5][c:6]1[c:7](-[c:37]2[cH:38][c:39]([NH:45][c:46]3[n:47][cH:48][c:49]([N:52]4[CH2:53][CH2:54][N:55]([CH:58]5[CH2:59][O:60][CH2:61]5)[CH2:56][CH2:57]4)[cH:50][cH:51]3)[c:40](=[O:44])[n:41]([CH3:43])[n:42]2)[cH:8][c:9]([F:26])[cH:10][c:11]1[N:12]1[C:13](=[O:25])[c:14]2[n:15]([c:16]3[c:21]([cH:22]2)[CH2:20][CH2:19][CH2:18][CH2:17]3)[CH2:23][CH2:24]1. Reactants: BrCC1=CC(=C(OC(C(=O)OCC)C2=CC3=C(C=C2)OCO3)C(=C1)Cl)Cl (ethyl 2-(4-bromomethyl-2,6-dichlorophenoxy)-2-(3,4-methylenedioxyphenyl)acetate), oil, [H-].[Na+] (sodium hydride), C(=O)(OCC)N1C(NC2=C1C=CC=C2)=O (1-carboethoxy-2-benzimidazolinone). Run in CN(C)C=O (DMF), CN(C)C=O (DMF). The product is C(=O)(OCC)C(OC1=C(C=C(C=C1Cl)CN1C(N(C2=C1C=CC=C2)C(=O)OCC)=O)Cl)C2=CC1=C(C=C2)OCO1 (1-[4-(1-carboethoxy-1-(3,4-methylenedioxyphenyl)methoxy)-3,5-dichlorophenylmethyl]-3-carboethoxy-2-benzimidazolinone). Isolated yield 64.0%. Reaction SMILES: [C:1]([N:6]1[C:10]2[CH:11]=[CH:12][CH:13]=[CH:14][C:9]=2[NH:8][C:7]1=[O:15])([O:3][CH2:4][CH3:5])=[O:2].[H-].[Na+].Br[CH2:19][C:20]1[CH:41]=[C:40]([Cl:42])[C:23]([O:24][CH:25]([C:31]2[CH:36]=[CH:35][C:34]3[O:37][CH2:38][O:39][C:33]=3[CH:32]=2)[C:26]([O:28][CH2:29][CH3:30])=[O:27])=[C:22]([Cl:43])[CH:21]=1>CN(C=O)C>[C:26]([CH:25]([C:31]1[CH:36]=[CH:35][C:34]2[O:37][CH2:38][O:39][C:33]=2[CH:32]=1)[O:24][C:23]1[C:40]([Cl:42])=[CH:41][C:20]([CH2:19][N:8]2[C:9]3[CH:14]=[CH:13][CH:12]=[CH:11][C:10]=3[N:6]([C:1]([O:3][CH2:4][CH3:5])=[O:2])[C:7]2=[O:15])=[CH:21][C:22]=1[Cl:43])([O:28][CH2:29][CH3:30])=[O:27] |f:1.2|. Procedure: To a solution of 0.048 g (0.24 mmol) of 1-carboethoxy-2-benzimidazolinone dissolved in 0.5 mL DMF was added 0.010 g (0.26 mmol) of a 60% oil dispersion of sodium hydride and the resulting mixture was stirred under a nitrogen atmosphere and gently warmed with a heat gun until the solids had dissolved. A solution of the product of step B in 1.0 mL DMF was then added and the reaction mixture was stirred for an additional 1.5 hours. The mixture was then quenched with 5% aqueous ammonium chloride and... Reactants: CC1(C)OB(c2ccc(Br)cc2)OC1(C)C, O=C([O-])[O-], [K+], [K+], CC(C)(C)OC(=O)N1CCNCC1, CN(C)C=O. The product is CC(C)(C)OC(=O)N1CCN(Cc2ccc(B3OC(C)(C)C(C)(C)O3)cc2)CC1. Reaction SMILES: [Br:1][c:2]1[cH:3][cH:4][c:5]([B:8]2[O:9][C:10]([CH3:15])([CH3:16])[C:11]([CH3:13])([CH3:14])[O:12]2)[cH:6][cH:7]1.[C:17](=[O:18])([O-:19])[O-:20].[K+:21].[K+:22].[N:23]1([C:29](=[O:30])[O:31][C:32]([CH3:33])([CH3:34])[CH3:35])[CH2:24][CH2:25][NH:26][CH2:27][CH2:28]1.[O:36]=[CH:37][N:38]([CH3:39])[CH3:40]>>[c:2]1([CH2:17][N:26]2[CH2:25][CH2:24][N:23]([C:29](=[O:30])[O:31][C:32]([CH3:33])([CH3:34])[CH3:35])[CH2:28][CH2:27]2)[cH:3][cH:4][c:5]([B:8]2[O:9][C:10]([CH3:15])([CH3:16])[C:11]([CH3:13])([CH3:14])[O:12]2)[cH:6][cH:7]1.